From a dataset of the Open Reaction Database (ORD), a public repository of structured organic reaction records. describe an organic reaction: reactants, conditions, products, and yield Starting materials: N (ammonia), C(#N)C1(C(C=CC=C1)NC(C(=O)[O-])=O)C1=CC(=C(C=C1)OC)OC1CCCC1 (N-[2-cyano-2-(3-cyclopentyloxy-4-methoxyphenyl)phenyl]oxamate), O.[OH-].[Li+] (lithium hydroxide monohydrate), CN1CCOCC1 (N-methylmorpholine), C(C(C)C)OC(=O)Cl (isobutylchloroformate). Run in CO (methanol). Run at temperature 0 celsius, time 5 minute. The product is C(#N)C(CNC(=O)C(=O)N)C1=CC(=C(C=C1)OC)OC1CCCC1 (N-[2-Cyano-2-(3-cyclopentyloxy-4-methoxyphenyl)ethyl]oxamide). RXN SMILES: [C:1]([C:3]1([C:15]2[CH:20]=[CH:19][C:18]([O:21][CH3:22])=[C:17]([O:23][CH:24]3[CH2:28][CH2:27][CH2:26][CH2:25]3)[CH:16]=2)C=CC=C[CH:4]1[NH:9][C:10](=[O:14])[C:11]([O-])=[O:12])#[N:2].O.[OH-].[Li+].C[N:33]1CCOCC1.C(OC(Cl)=O)C(C)C.N>CO>[C:1]([CH:3]([C:15]1[CH:20]=[CH:19][C:18]([O:21][CH3:22])=[C:17]([O:23][CH:24]2[CH2:28][CH2:27][CH2:26][CH2:25]2)[CH:16]=1)[CH2:4][NH:9][C:10]([C:11]([NH2:33])=[O:12])=[O:14])#[N:2] |f:1.2.3|. Procedure details: N-[2-cyano-2-(3-cyclopentyloxy-4-methoxyphenyl)phenyl]oxamate (332 mg, 0.96 mmol) in methanol (3 mL) was treated with lithium hydroxide monohydrate (126 mg, 2.88 mmol) and stirred for 5 min. The solvent was removed in vacuo, the resin acidified with 10% aqueous hydrochloric acid and partitioned between methylene chloride and water and extracted. The organic extract was dried (magnesium sulfate) and evaporated. The residue was dissolved in ethylene gylcol dimethyl ether (5 mL) and treated with N-... The reactants are O=C(OC1CC2CN(c3ncc(F)cn3)CCN2C1)c1ccccc1, CO, [Na+], [OH-]. Yields the product OC1CC2CN(c3ncc(F)cn3)CCN2C1. Reaction SMILES: [C:1](=[O:2])([c:3]1[cH:4][cH:5][cH:6][cH:7][cH:8]1)[O:9][CH:10]1[CH2:11][CH:12]2[N:13]([CH2:14][CH2:15][N:16]([c:18]3[n:19][cH:20][c:21]([F:24])[cH:22][n:23]3)[CH2:17]2)[CH2:25]1.[CH3:28][OH:29].[Na+:27].[OH-:26]>>[OH:9][CH:10]1[CH2:11][CH:12]2[N:13]([CH2:14][CH2:15][N:16]([c:18]3[n:19][cH:20][c:21]([F:24])[cH:22][n:23]3)[CH2:17]2)[CH2:25]1. The reactants are Clc1ccc2ccccc2n1, [H-], [Na+], CN(C)C=O, CNC(=O)C(=NOC)c1ccccc1CO. Yields the product CNC(=O)C(=NOC)c1ccccc1COc1ccc2ccccc2n1. RXN SMILES: [Cl:19][c:20]1[n:21][c:22]2[cH:23][cH:24][cH:25][cH:26][c:27]2[cH:28][cH:29]1.[H-:17].[Na+:18].[O:30]=[CH:31][N:32]([CH3:33])[CH3:34].[OH:1][CH2:2][c:3]1[c:4]([C:9]([C:10](=[O:11])[NH:12][CH3:13])=[N:14][O:15][CH3:16])[cH:5][cH:6][cH:7][cH:8]1>>[O:1]([CH2:2][c:3]1[c:4]([C:9]([C:10](=[O:11])[NH:12][CH3:13])=[N:14][O:15][CH3:16])[cH:5][cH:6][cH:7][cH:8]1)[c:20]1[n:21][c:22]2[cH:23][cH:24][cH:25][cH:26][c:27]2[cH:28][cH:29]1.